Dataset: the Open Reaction Database (ORD), a public repository of structured organic reaction records. Task: describe an organic reaction: reactants, conditions, products, and yield Starting materials: CCOC(=O)c1cn2cc(N(C)C)ccc2n1, C[Al](C)C, Cc1ccccc1, CO, [Cl-], Nc1ccccc1, [NH4+]. Product: CN(C)c1ccc2nc(C(=O)Nc3ccccc3)cn2c1. As a reaction SMILES: [CH3:12][N:13]([c:14]1[cH:15][cH:16][c:17]2[n:18]([cH:19]1)[cH:20][c:21]([C:23](=[O:24])[O:25][CH2:26][CH3:27])[n:22]2)[CH3:28].[CH3:1][Al:2]([CH3:3])[CH3:4].[CH3:31][c:32]1[cH:33][cH:34][cH:35][cH:36][cH:37]1.[CH3:38][OH:39].[Cl-:29].[NH2:5][c:6]1[cH:7][cH:8][cH:9][cH:10][cH:11]1.[NH4+:30]>>[NH:5]([c:6]1[cH:7][cH:8][cH:9][cH:10][cH:11]1)[C:23]([c:21]1[cH:20][n:18]2[c:17]([cH:16][cH:15][c:14]([N:13]([CH3:12])[CH3:28])[cH:19]2)[n:22]1)=[O:24]. Starting materials: NC1=CC=C2C(=N1)C(=CN2)C=2CCN(CC2)C (5-amino-3-(1-methyl-1,2,3,6-tetrahydropyridin-4-yl)pyrrolo[3,2-b]pyridine), FC1=CC=C(C(=O)Cl)C=C1 (4-fluorobenzoyl chloride). Yields the product FC1=CC=C(C(=O)NC2=CC=C3C(=N2)C(=CN3)C=3CCN(CC3)C)C=C1 (5-(N-[4-fluorobenzoyl]amino)-3-(1-methyl-1,2,3,6-tetrahydropyridin-4-yl)pyrrolo[3,2-b]pyridine). The yield is 84.3%. Reaction SMILES: [NH2:1][C:2]1[N:7]=[C:6]2[C:8]([C:11]3[CH2:12][CH2:13][N:14]([CH3:17])[CH2:15][CH:16]=3)=[CH:9][NH:10][C:5]2=[CH:4][CH:3]=1.[F:18][C:19]1[CH:27]=[CH:26][C:22]([C:23](Cl)=[O:24])=[CH:21][CH:20]=1>>[F:18][C:19]1[CH:27]=[CH:26][C:22]([C:23]([NH:1][C:2]2[N:7]=[C:6]3[C:8]([C:11]4[CH2:12][CH2:13][N:14]([CH3:17])[CH2:15][CH:16]=4)=[CH:9][NH:10][C:5]3=[CH:4][CH:3]=2)=[O:24])=[CH:21][CH:20]=1. Reported procedure: Beginning with 0.200 gm (0.88 mMol) 5-amino-3-(1-methyl-1,2,3,6-tetrahydropyridin-4-yl)pyrrolo[3,2-b]pyridine and 0.114 mL (0.96 mMol) 4-fluorobenzoyl chloride, 0.260 gm (84%) of the title compound were prepared as an ivory solid essentially by the procedure described in Example 4. An analytical sample was crystallized from aqueous ethanol. Starting materials: CC1=C(N=C(O1)C1=CC=CC=C1)COC1=CC=C(COC=2C=C(C=CC2)CCC(=O)OCC)C=C1 (ethyl 3-[3-[4-[(5-methyl-2-phenyl-4-oxazolyl)methoxy]benzyloxy]phenyl]propionate), O1CCCC1 (tetrahydrofuran), [OH-].[Na+] (sodium hydroxide), Cl (Hydrochloric acid). The solvent is C(C)O (ethanol), O (water). Run at temperature 50 celsius, time 1 hour. Yields the product CC1=C(N=C(O1)C1=CC=CC=C1)COC1=CC=C(COC=2C=C(C=CC2)CCC(=O)O)C=C1 (3-[3-[4-[(5-methyl-2-phenyl-4-oxazolyl)methoxy]benzyloxy]phenyl]propionic acid). The yield is 64.9%. Reaction SMILES: [CH3:1][C:2]1[O:6][C:5]([C:7]2[CH:12]=[CH:11][CH:10]=[CH:9][CH:8]=2)=[N:4][C:3]=1[CH2:13][O:14][C:15]1[CH:35]=[CH:34][C:18]([CH2:19][O:20][C:21]2[CH:22]=[C:23]([CH2:27][CH2:28][C:29]([O:31]CC)=[O:30])[CH:24]=[CH:25][CH:26]=2)=[CH:17][CH:16]=1.O1CCCC1.[OH-].[Na+].Cl>O.C(O)C>[CH3:1][C:2]1[O:6][C:5]([C:7]2[CH:12]=[CH:11][CH:10]=[CH:9][CH:8]=2)=[N:4][C:3]=1[CH2:13][O:14][C:15]1[CH:35]=[CH:34][C:18]([CH2:19][O:20][C:21]2[CH:22]=[C:23]([CH2:27][CH2:28][C:29]([OH:31])=[O:30])[CH:24]=[CH:25][CH:26]=2)=[CH:17][CH:16]=1 |f:2.3|. Procedure details: To a mixture of ethyl 3-[3-[4-[(5-methyl-2-phenyl-4-oxazolyl)methoxy]benzyloxy]phenyl]propionate (1.00 g), tetrahydrofuran (3 mL) and ethanol (3 mL) was added a 1N aqueous sodium hydroxide solution (4.2 mL) and the mixture was stirred at 50° C. for 1 hr. 1N Hydrochloric acid and water were added to acidify the reaction mixture and the mixture was extracted with ethyl acetate. The organic layer was washed with saturated brine, dried over anhydrous magnesium sulfate, and concentrated to give cryst...